The task is: describe an organic reaction: reactants, conditions, products, and yield. This data is from the Open Reaction Database (ORD), a public repository of structured organic reaction records. The reactants are CC(C)(C)OC(=O)N1CCNC(=O)CC1, Cc1ccccc1, ClCCCN1CCCCC1, ClCCCN1CCCCC1, Cl, [H-], [Na+], [Na+], [OH-]. Product: CC(C)(C)OC(=O)N1CCC(=O)N(CCCN2CCCCC2)CC1. RXN SMILES: [C:1]([CH3:2])([CH3:3])([CH3:4])[O:5][C:6](=[O:7])[N:8]1[CH2:9][CH2:10][NH:11][C:12](=[O:15])[CH2:13][CH2:14]1.[CH3:39][c:40]1[cH:41][cH:42][cH:43][cH:44][cH:45]1.[Cl:18][CH2:19][CH2:20][CH2:21][N:22]1[CH2:23][CH2:24][CH2:25][CH2:26][CH2:27]1.[Cl:29][CH2:30][CH2:31][CH2:32][N:33]1[CH2:34][CH2:35][CH2:36][CH2:37][CH2:38]1.[ClH:28].[H-:17].[Na+:16].[Na+:47].[OH-:46]>>[C:1]([CH3:2])([CH3:3])([CH3:4])[O:5][C:6](=[O:7])[N:8]1[CH2:9][CH2:10][N:11]([CH2:19][CH2:20][CH2:21][N:22]2[CH2:23][CH2:24][CH2:25][CH2:26][CH2:27]2)[C:12](=[O:15])[CH2:13][CH2:14]1. Starting materials: C(C)(C)(C)OC(N([Si](C)(C)C)C1=CC(=C(C=C1)C)[Si](C)(C)C)=O (tert-butyl[4-methyl-3-(trimethylsilyl)phenyl](trimethylsilyl)carbamate), BrN1C(CCC1=O)=O (N-bromosuccinimide), N(=NC(C#N)(C)C)C(C#N)(C)C (2,2′-azobis(2-methylpropionitrile)). Run in C(Cl)(Cl)(Cl)Cl (CCl4), hexanes. The product is BrCC1=C(C=C(C=C1)N(C(OC(C)(C)C)=O)[Si](C)(C)C)[Si](C)(C)C (tert-Butyl (4-bromomethyl-3-trimethylsilylphenyl)trimethylsilylcarbamate). RXN SMILES: [C:1]([O:5][C:6](=[O:23])[N:7]([C:12]1[CH:17]=[CH:16][C:15]([CH3:18])=[C:14]([Si:19]([CH3:22])([CH3:21])[CH3:20])[CH:13]=1)[Si:8]([CH3:11])([CH3:10])[CH3:9])([CH3:4])([CH3:3])[CH3:2].[Br:24]N1C(=O)CCC1=O.N(C(C)(C)C#N)=NC(C)(C)C#N>C(Cl)(Cl)(Cl)Cl>[Br:24][CH2:18][C:15]1[CH:16]=[CH:17][C:12]([N:7]([Si:8]([CH3:11])([CH3:9])[CH3:10])[C:6](=[O:23])[O:5][C:1]([CH3:4])([CH3:3])[CH3:2])=[CH:13][C:14]=1[Si:19]([CH3:21])([CH3:20])[CH3:22]. Reported procedure: A suspension of tert-butyl[4-methyl-3-(trimethylsilyl)phenyl](trimethylsilyl)carbamate (3.00 g, 6.55 mmol), N-bromosuccinimide (NBS, 1.59 g, 8.97 mmol), 2,2′-azobis(2-methylpropionitrile) (AIBN, 42 mg, 0.26 mmol) in CCl4 (40 mL) was refluxed under N2 for 16 h. The reaction mixture was cooled down; hexanes (100 mL) were added and the solid was filtered off and washed with EtOAc. The combined filtrate was washed with aq. NaHCO3, dried over Na2SO4, filtered, concentrated on rotavap and further drie... Reactants: C(#N)C=1C=C(C=CC1O)C=1C=C(C(=O)OC)C=CN1 (Methyl 2-(3-cyano-4-hydroxyphenyl)isonicotinate), ClN1C(CCC1=O)=O (N-chlorosuccinimide). Solvent: C(C)#N (acetonitrile). Product: ClC=1C=C(C=C(C1O)C#N)C=1C=C(C(=O)OC)C=CN1 (methyl 2-(3-chloro-5-cyano-4-hydroxyphenyl)isonicotinate). As a reaction SMILES: [C:1]([C:3]1[CH:4]=[C:5]([C:10]2[CH:11]=[C:12]([CH:17]=[CH:18][N:19]=2)[C:13]([O:15][CH3:16])=[O:14])[CH:6]=[CH:7][C:8]=1[OH:9])#[N:2].[Cl:20]N1C(=O)CCC1=O>C(#N)C>[Cl:20][C:7]1[CH:6]=[C:5]([C:10]2[CH:11]=[C:12]([CH:17]=[CH:18][N:19]=2)[C:13]([O:15][CH3:16])=[O:14])[CH:4]=[C:3]([C:1]#[N:2])[C:8]=1[OH:9]. Reported procedure: Methyl 2-(3-cyano-4-hydroxyphenyl)isonicotinate and N-chlorosuccinimide were stirred at room temperature in acetonitrile to obtain methyl 2-(3-chloro-5-cyano-4-hydroxyphenyl)isonicotinate. ES: 289. The reactants are CN1CCC2=CC(=CC(=C12)Cl)[C@@H](CCl)O ((S)-N-Methyl-5-(2-chloro-1-hydroxylethyl)-7-chloro-indoline), C1(=C(C(=O)C(=O)C(=C1Cl)Cl)Cl)Cl (o-chloroanil). Run in COC(C)(C)C (t-butyl methyl ether). Yields the product ClC[C@@H](O)C=1C=C2C=CN(C2=C(C1)Cl)C ((S)-2-Chloro-1-(7-chloro-N-methyl-indol-5-yl)-ethanol). Reaction SMILES: [CH3:1][N:2]1[C:10]2[C:5](=[CH:6][C:7]([C@H:12]([OH:15])[CH2:13][Cl:14])=[CH:8][C:9]=2[Cl:11])[CH2:4][CH2:3]1.C1(Cl)C(Cl)=C(Cl)C(=O)C(=O)C=1Cl>COC(C)(C)C>[Cl:14][CH2:13][C@H:12]([C:7]1[CH:6]=[C:5]2[C:10](=[C:9]([Cl:11])[CH:8]=1)[N:2]([CH3:1])[CH:3]=[CH:4]2)[OH:15]. Reported procedure: A solution (S)-N-Methyl-5-(2-chloro-1-hydroxylethyl)-7-chloro-indoline (0.10 mmol) in 100 mL of t-butyl methyl ether is treated with o-chloroanil (0.10 mmol) at ambient temperature. The solution is concentrated and the residue chromatographed over silica gel (1:1 hexane/ethyl acetate) to provide the corresponding indole. Starting materials: C(C)(C)(C)OC(N[C@@H]1C[C@@H](C1)O)=O (tert-butyl(cis-3-hydroxycyclobutyl)carbamate), C(C)(C)(C)OC(N[C@@H]1C[C@@H](C1)O)=O (tert-butyl(cis-3-hydroxycyclobutyl)carbamate), C1(=CC=CC=C1)P(C1=CC=CC=C1)C1=CC=CC=C1 (triphenylphosphine), C1(CC1)N1C(NC2=NC=CC=C21)=O (1-cyclopropyl-1H-imidazo[4,5-b]pyridin-2(3H)-one), N(=NC(=O)OC(C)C)C(=O)OC(C)C (diisopropyl azodicarboxylate). The solvent is C1CCOC1 (THF). Product: C(C)(C)(C)OC(N[C@@H]1C[C@H](C1)N1C(N(C=2C1=NC=CC2)C2CC2)=O)=O (tert-butyl(trans-3-(1-cyclopropyl-2-oxo-1H-imidazo[4,5-b]pyridin-3(2H)-yl)cyclobutyl)carbamate). Reaction SMILES: [C:1]([O:5][C:6](=[O:13])[NH:7][C@H:8]1[CH2:11][C@@H:10](O)[CH2:9]1)([CH3:4])([CH3:3])[CH3:2].C1(P(C2C=CC=CC=2)C2C=CC=CC=2)C=CC=CC=1.[CH:33]1([N:36]2[C:44]3[C:39](=[N:40][CH:41]=[CH:42][CH:43]=3)[NH:38][C:37]2=[O:45])[CH2:35][CH2:34]1.N(C(OC(C)C)=O)=NC(OC(C)C)=O>C1COCC1>[C:1]([O:5][C:6](=[O:13])[NH:7][C@H:8]1[CH2:11][C@H:10]([N:38]2[C:39]3=[N:40][CH:41]=[CH:42][CH:43]=[C:44]3[N:36]([CH:33]3[CH2:34][CH2:35]3)[C:37]2=[O:45])[CH2:9]1)([CH3:4])([CH3:3])[CH3:2]. Procedure details: To a solution of tert-butyl(cis-3-hydroxycyclobutyl)carbamate (Intermediate 71) (0.502 g, 2.68 mmol), triphenylphosphine (Sigma-Aldrich, 0.932 ml, 4.02 mmol), 1-cyclopropyl-1H-imidazo[4,5-b]pyridin-2(3H)-one (0.47 g, 2.68 mmol) in THF (10.73 ml) cooled to 0° C. was added diisopropyl azodicarboxylate (Sigma-Aldrich, 0.791 ml, 4.02 mmol) dropwise. The ice bath was removed after 1 h of stirring to allow the mixture to warm to room temperature. After an additional 3 h stirring, the reaction mixture ... Starting materials: OC(C[C@@]1(CCN(C(O1)=O)[C@@H](C)C1=CC=C(C=C1)B1OC(C(O1)(C)C)(C)C)C1=CC=CC=C1)(C)C ((S)-6-(2-hydroxy-2-methylpropyl)-6-phenyl-3-((S)-1-(4-(4,4,5,5-tetramethyl-1,3,2-dioxaborolan-2-yl)phenyl)-ethyl)-1,3-oxazinan-2-one), BrC=1C=NC(=NC1)C(=O)NC1CC1 (5-bromo-N-cyclopropylpyrimidine-2-carboxamide). Product: C1(CC1)NC(=O)C1=NC=C(C=N1)C1=CC=C(C=C1)[C@H](C)N1C(O[C@](CC1)(C1=CC=CC=C1)CC(C)(C)O)=O (N-cyclopropyl-5-(4-((S)-1-((S)-6-(2-hydroxy-2-methylpropyl)-2-oxo-6-phenyl-1,3-oxazinan-3-yl)ethyl)phenyl)pyrimidine-2-carboxamide). Reaction SMILES: [OH:1][C:2]([CH3:35])([CH3:34])[CH2:3][C@@:4]1([C:28]2[CH:33]=[CH:32][CH:31]=[CH:30][CH:29]=2)[O:9][C:8](=[O:10])[N:7]([C@H:11]([C:13]2[CH:18]=[CH:17][C:16](B3OC(C)(C)C(C)(C)O3)=[CH:15][CH:14]=2)[CH3:12])[CH2:6][CH2:5]1.Br[C:37]1[CH:38]=[N:39][C:40]([C:43]([NH:45][CH:46]2[CH2:48][CH2:47]2)=[O:44])=[N:41][CH:42]=1>>[CH:46]1([NH:45][C:43]([C:40]2[N:39]=[CH:38][C:37]([C:16]3[CH:15]=[CH:14][C:13]([C@@H:11]([N:7]4[CH2:6][CH2:5][C@:4]([CH2:3][C:2]([OH:1])([CH3:34])[CH3:35])([C:28]5[CH:33]=[CH:32][CH:31]=[CH:30][CH:29]=5)[O:9][C:8]4=[O:10])[CH3:12])=[CH:18][CH:17]=3)=[CH:42][N:41]=2)=[O:44])[CH2:48][CH2:47]1. Procedure: The title compound was prepared from (S)-6-(2-hydroxy-2-methylpropyl)-6-phenyl-3-((S)-1-(4-(4,4,5,5-tetramethyl-1,3,2-dioxaborolan-2-yl)phenyl)-ethyl)-1,3-oxazinan-2-one and 5-bromo-N-cyclopropylpyrimidine-2-carboxamide following a procedure analogous to that described in Example 1 Step 2. LC-MS Method 2 tR=1.167 min, m/z=515.2; 1H NMR (CDCl3) 0.65 (m, 2H), 0.87 (m, 2H), 1.09 (m, 6H), 1.51 (m, 3H), 2.26 (m, 2H), 2.31 (m, 2H), 2.43 (m, 3H), 2.83 (m, 1H), 2.98 (m, 1H), 5.67 (m, 1H), 7.06 (m, 1H), ... Reactants: C(CC#C)O (but-3-yn-1-ol), [H-].[Na+] (sodium hydride), ClC1=NC=CC=N1 (2-chloropyrimidine). The solvent is COCCOC (1,2-dimethoxyethane), O1CCCC1 (tetrahydrofuran), O (water). Reaction conditions: time 1 hour. The product is C(CC#C)OC1=NC=CC=N1 (2-(but-3-yn-1-yloxy)pyrimidine). Isolated yield 80.0%. RXN SMILES: [CH2:1]([OH:5])[CH2:2][C:3]#[CH:4].[H-].[Na+].Cl[C:9]1[N:14]=[CH:13][CH:12]=[CH:11][N:10]=1>COCCOC.O1CCCC1.O>[CH2:1]([O:5][C:9]1[N:14]=[CH:13][CH:12]=[CH:11][N:10]=1)[CH2:2][C:3]#[CH:4] |f:1.2|. Reported procedure: To a solution of but-3-yn-1-ol (4.59 g, 65.5 mmol) in 1,2-dimethoxyethane (120 mL) was added 60% sodium hydride (2.45 g, 61.1 mmol) under ice-cooling, and the mixture was stirred for 1 hr. A solution of 2-chloropyrimidine (5.00 g, 43.7 mmol) in tetrahydrofuran (30 mL) was added thereto, and the mixture was stirred at room temperature for 4 hr. The reaction solution was diluted with water, and the mixture was extracted with ethyl acetate. The extract was washed with saturated brine and dried over... Reactants: CC1=NN(C(=C1)C(=O)O)CC(F)(F)F (3-methyl-1-(2,2,2-trifluoroethyl)-1H-pyrazole-5-carboxylic acid), NC=1C=C(OC=2C=CC=3N(C2)N=C(N3)NC(=O)C3CC3)C=CC1 (N-[6-(3-aminophenoxy)[1,2,4]triazolo[1,5-a]pyridin-2-yl]cyclopropanecarboxamide), O1CCCC1 (tetrahydrofuran), C(C(=O)Cl)(=O)Cl (oxalyl chloride). Reagents/catalysts: CN(C=O)C (N,N-dimethylformamide). Run in CN(C(C)=O)C (N,N-dimethylacetamide). Product: C1(CC1)C(=O)NC1=NN2C(C=CC(=C2)OC=2C=C(C=CC2)NC(=O)C2=CC(=NN2CC(F)(F)F)C)=N1 (N-[3-({2-[(cyclopropylcarbonyl)amino][1,2,4]triazolo[1,5-a]pyridin-6-yl}oxy)phenyl]-3-methyl-1-(2,2,2-trifluoroethyl)-1H-pyrazole-5-carboxamide). Isolated yield 86.2%. RXN SMILES: [CH3:1][C:2]1[CH:6]=[C:5]([C:7]([OH:9])=O)[N:4]([CH2:10][C:11]([F:14])([F:13])[F:12])[N:3]=1.O1CCCC1.C(Cl)(=O)C(Cl)=O.[NH2:26][C:27]1[CH:28]=[C:29]([CH:46]=[CH:47][CH:48]=1)[O:30][C:31]1[CH:32]=[CH:33][C:34]2[N:35]([N:37]=[C:38]([NH:40][C:41]([CH:43]3[CH2:45][CH2:44]3)=[O:42])[N:39]=2)[CH:36]=1>CN(C)C=O.CN(C)C(=O)C>[CH:43]1([C:41]([NH:40][C:38]2[N:39]=[C:34]3[CH:33]=[CH:32][C:31]([O:30][C:29]4[CH:28]=[C:27]([NH:26][C:7]([C:5]5[N:4]([CH2:10][C:11]([F:14])([F:13])[F:12])[N:3]=[C:2]([CH3:1])[CH:6]=5)=[O:9])[CH:48]=[CH:47][CH:46]=4)=[CH:36][N:35]3[N:37]=2)=[O:42])[CH2:44][CH2:45]1. Reported procedure: In the same manner as in Example 18-4 and using 3-methyl-1-(2,2,2-trifluoroethyl)-1H-pyrazole-5-carboxylic acid (269 mg, 1.29 mmol), tetrahydrofuran (7 mL), oxalyl chloride (169 μL, 1.94 mmol), N-[6-(3-aminophenoxy)[1,2,4]triazolo[1,5-a]pyridin-2-yl]cyclopropanecarboxamide (200 mg, 0.646 mmol), N,N-dimethylformamide (1 drop) and N,N-dimethylacetamide (3 mL) as starting materials, the title compound (278 mg, 86%) was obtained as a white solid. Starting materials: O=P12OP3(=O)OP(=O)(O1)OP(=O)(O2)O3 (phosphorus pentoxide), [P] (phosphorus), COC=1C=C(C=CC1)CCCCC(=O)O (5-(3-methoxyphenyl)pentanoic acid). Conditions: temperature 100 celsius. Yields the product COC=1C=CC2=C(CCCCC2=O)C1 (2-Methoxy-6,7,8,9-tetrahydro-5H-benzo[a]cyclohepten-5-one). The yield is 95.0%. RXN SMILES: O=P12OP3(OP(OP(O3)(O1)=O)(=O)O2)=O.[P].[CH3:16][O:17][C:18]1[CH:19]=[C:20]([CH2:24][CH2:25][CH2:26][CH2:27][C:28]([OH:30])=O)[CH:21]=[CH:22][CH:23]=1>>[CH3:16][O:17][C:18]1[CH:23]=[CH:22][C:21]2[C:28](=[O:30])[CH2:27][CH2:26][CH2:25][CH2:24][C:20]=2[CH:19]=1. Procedure: To a homogeneous mixture of phosphorus pentoxide and 85% phosphorus acid at 100° C., was added 5-(3-methoxyphenyl)pentanoic acid in small portions over 20 minutes. The vigorously stirred mixture was heated at 100° C. for 6 hours. Then it was poured on ice-water, and extracted with ether (3 times). The organic phase was washed with water and dried over anhydrous sodium sulfate. Evaporation of the combined organic phase afforded a light yellow oil in more than 95% yield; 1H NMR δ 7.77 (d, 1H, J=8.... The reactants are CC(C)(C)OC(=O)N1CCN(c2ncnc(-c3ccsc3)n2)CC1, ClCCl, O=C(O)C(F)(F)F. Yields the product c1nc(-c2ccsc2)nc(N2CCNCC2)n1. As a reaction SMILES: [C:1]([O:2][C:3](=[O:4])[N:8]1[CH2:9][CH2:10][N:11]([c:14]2[n:15][cH:16][n:17][c:18](-[c:20]3[cH:21][s:22][cH:23][cH:24]3)[n:19]2)[CH2:12][CH2:13]1)([CH3:5])([CH3:6])[CH3:7].[Cl:32][CH2:33][Cl:34].[F:25][C:26]([F:27])([F:28])[C:29]([OH:30])=[O:31]>>[NH:8]1[CH2:9][CH2:10][N:11]([c:14]2[n:15][cH:16][n:17][c:18](-[c:20]3[cH:21][s:22][cH:23][cH:24]3)[n:19]2)[CH2:12][CH2:13]1.